Task: describe an organic reaction: reactants, conditions, products, and yield. Dataset: the Open Reaction Database (ORD), a public repository of structured organic reaction records Procedure: To a solution of 4-(7-bromo-1-cyclopentyl-4-methoxy-1H-pyrazolo[4,3-c]pyridin-3-yl)benzenesulfonamide (60.0 mg) in acetonitrile (10 mL) were added sodium iodide (40.0 mg) and chloro(trimethyl)silane (0.135 mL), and the mixture was stirred at 60° C. for 30 min. To the reaction mixture was added water, and the mixture was extracted with ethyl acetate. The organic layer was washed with saturated brine, dried over anhydrous sodium sulfate, and concentrated under reduced pressure. The residue was pur... RXN SMILES: [Br:1][C:2]1[C:3]2[N:12]([CH:13]3[CH2:17][CH2:16][CH2:15][CH2:14]3)[N:11]=[C:10]([C:18]3[CH:23]=[CH:22][C:21]([S:24]([NH2:27])(=[O:26])=[O:25])=[CH:20][CH:19]=3)[C:4]=2[C:5]([O:8]C)=[N:6][CH:7]=1.[I-].[Na+].Cl[Si](C)(C)C.O>C(#N)C>[Br:1][C:2]1[C:3]2[N:12]([CH:13]3[CH2:14][CH2:15][CH2:16][CH2:17]3)[N:11]=[C:10]([C:18]3[CH:23]=[CH:22][C:21]([S:24]([NH2:27])(=[O:26])=[O:25])=[CH:20][CH:19]=3)[C:4]=2[C:5](=[O:8])[NH:6][CH:7]=1 |f:1.2|. Yields the product BrC=1C2=C(C(NC1)=O)C(=NN2C2CCCC2)C2=CC=C(C=C2)S(=O)(=O)N (4-(7-bromo-1-cyclopentyl-4-oxo-4,5-dihydro-1H-pyrazolo[4,3-c]pyridin-3-yl)benzenesulfonamide). The solvent is C(C)#N (acetonitrile). Reaction conditions: temperature 60 celsius, time 30 minute. Isolated yield 60.5%. The reactants are BrC=1C2=C(C(=NC1)OC)C(=NN2C2CCCC2)C2=CC=C(C=C2)S(=O)(=O)N (4-(7-bromo-1-cyclopentyl-4-methoxy-1H-pyrazolo[4,3-c]pyridin-3-yl)benzenesulfonamide), [I-].[Na+] (sodium iodide), Cl[Si](C)(C)C (chloro(trimethyl)silane), O (water). Reactants: FC=1C(=NC(=C(C#N)C1)N[C@@H](CO)C1=CC=C(C=C1)F)NC1=NNC(=C1)OC(C)C ((R)-5-Fluoro-2-(1-(4-fluorophenyl)-2-hydroxyethylamino)-6-(5-isopropoxy-1H-pyrazol-3-ylamino)nicotinonitrile), OO (H2O2), aqueous solution, [OH-].[K+] (KOH). Solvent: CO (MeOH). Conditions: temperature 65 celsius. Yields the product FC=1C(=NC(=C(C(=O)N)C1)N[C@@H](CO)C1=CC=C(C=C1)F)NC1=NNC(=C1)OC(C)C ((R)-5-Fluoro-2-(1-(4-fluorophenyl)-2-hydroxyethylamino)-6-(5-isopropoxy-1H-pyrazol-3-ylamino)nicotinamide). The yield is 85.6%. RXN SMILES: [F:1][C:2]1[C:3]([NH:21][C:22]2[CH:26]=[C:25]([O:27][CH:28]([CH3:30])[CH3:29])[NH:24][N:23]=2)=[N:4][C:5]([NH:10][C@H:11]([C:14]2[CH:19]=[CH:18][C:17]([F:20])=[CH:16][CH:15]=2)[CH2:12][OH:13])=[C:6]([CH:9]=1)[C:7]#[N:8].[OH-:31].[K+].OO>CO>[F:1][C:2]1[C:3]([NH:21][C:22]2[CH:26]=[C:25]([O:27][CH:28]([CH3:30])[CH3:29])[NH:24][N:23]=2)=[N:4][C:5]([NH:10][C@H:11]([C:14]2[CH:19]=[CH:18][C:17]([F:20])=[CH:16][CH:15]=2)[CH2:12][OH:13])=[C:6]([CH:9]=1)[C:7]([NH2:8])=[O:31] |f:1.2|. Reported procedure: (R)-5-Fluoro-2-(1-(4-fluorophenyl)-2-hydroxyethylamino)-6-(5-isopropoxy-1H-pyrazol-3-ylamino)nicotinonitrile (Example 11; 0.06 g, 0.1 mmol) was placed in MeOH (5 ml) at 25° C. A 25% aqueous solution (0.2 ml) of KOH (0.05 g, 0.7 mmol) was then added, followed by the addition of 0.05 ml of 30% H2O2. The resulting dark red solution was heated to 65° C. for 1 h, cooled to 25° C., and concentrated. The resulting residue was dissolved in EtOAc (50 ml), washed with water (30 ml), dried, filtered, and c...